From a dataset of the Open Reaction Database (ORD), a public repository of structured organic reaction records. describe an organic reaction: reactants, conditions, products, and yield Reactants: N12CCC(CC1)(CC2)CNCCN2N=CC1=CC=CC(=C21)C(=O)[O-].[Li+] (lithium 1-(2-(quinuclidin-4-ylmethylamino)ethyl)-1H-indazole-7-carboxylate), C(C)(C)N(C(C)C)CC (N,N-diisopropylethylamine), C1CCOC1 (THF), CCCP1(=O)OP(=O)(OP(=O)(O1)CCC)CCC (1-propanephosphonic acid cyclic anhydride). Product: N12CCC(CC1)(CC2)CC2C=1CNN3C1C(=CC2=O)C=NC=C3 (7-(quinuclidin-4-ylmethyl)-8,9-dihydro-[1,4]diazepino[6,7,1-hi]indazol-6(7H)-one). Yield: 24.0%. As a reaction SMILES: N12CCC(C[NH:10][CH2:11][CH2:12][N:13]3[C:21]4[C:16](=[CH:17][CH:18]=[CH:19][C:20]=4[C:22]([O-])=O)[CH:15]=[N:14]3)(CC1)CC2.[Li+].[CH:26]([N:29]([CH2:33][CH3:34])[CH:30]([CH3:32])C)([CH3:28])C.[CH3:35][CH2:36]CP1(OP(CCC)(=O)OP(CCC)(=O)O1)=O.C1C[O:56]CC1>>[N:29]12[CH2:26][CH2:28][C:35]([CH2:36][CH:17]3[C:18](=[O:56])[CH:19]=[C:20]4[CH:22]=[N:10][CH:11]=[CH:12][N:13]5[C:21]4=[C:16]3[CH2:15][NH:14]5)([CH2:32][CH2:30]1)[CH2:34][CH2:33]2 |f:0.1|. Procedure: Lithium 1-(2-(quinuclidin-4-ylmethylamino)ethyl)-1H-indazole-7-carboxylate (1.2 g, 3.6 mmol) from Step G above in THF (30 mL) was cooled in an ice bath while N,N-diisopropylethylamine (4 mL, 21.6 mmol) was added, followed by 1-propanephosphonic acid cyclic anhydride (T3P; 50 wt % in EtOAc; 14 mL, 21.6 mmol). The reaction mixture was stirred at room temperature until the reaction was complete by TLC (overnight). The mixture was concentrated in vacuo and then purified with ISOLUTE® SCX-2 columns t... Starting materials: COC(Cl)Cl, CC1=CC(C)(C)c2c(C)c(C)c(C)c(C)c21, [Cl-], [Cl-], [Cl-], [Cl-], CC(Cl)Cl, Cl, [Ti+4]. Product: CC1=C(C=O)C(C)(C)c2c(C)c(C)c(C)c(C)c21. Reaction SMILES: [CH3:17][O:18][CH:19]([Cl:20])[Cl:21].[CH3:1][C:2]1([CH3:16])[CH:3]=[C:4]([CH3:15])[c:5]2[c:6]([CH3:14])[c:7]([CH3:13])[c:8]([CH3:12])[c:9]([CH3:11])[c:10]21.[Cl-:27].[Cl-:28].[Cl-:29].[Cl-:30].[Cl:23][CH:24]([Cl:25])[CH3:26].[ClH:22].[Ti+4:31]>>[CH3:1][C:2]1([CH3:16])[C:3]([CH:17]=[O:18])=[C:4]([CH3:15])[c:5]2[c:6]([CH3:14])[c:7]([CH3:13])[c:8]([CH3:12])[c:9]([CH3:11])[c:10]21.